Dataset: the Open Reaction Database (ORD), a public repository of structured organic reaction records. Task: describe an organic reaction: reactants, conditions, products, and yield Reactants: ClCC1CNC(O1)=O (5-chloromethyl-2-oxazolidinone), FC(C=1C=C(C=CC1)N1CCNCC1)(F)F (1-(3-trifluoromethylphenyl)piperazine). Yields the product FC(C=1C=C(C=CC1)N1CCN(CC1)CC1CNC(O1)=O)(F)F (5-[4-(3-Trifluoromethylphenyl)-1-Piperazinyl]Methyl-2-Oxazolidinone). As a reaction SMILES: Cl[CH2:2][CH:3]1[O:7][C:6](=[O:8])[NH:5][CH2:4]1.[F:9][C:10]([F:24])([F:23])[C:11]1[CH:12]=[C:13]([N:17]2[CH2:22][CH2:21][NH:20][CH2:19][CH2:18]2)[CH:14]=[CH:15][CH:16]=1>>[F:24][C:10]([F:9])([F:23])[C:11]1[CH:12]=[C:13]([N:17]2[CH2:22][CH2:21][N:20]([CH2:2][CH:3]3[O:7][C:6](=[O:8])[NH:5][CH2:4]3)[CH2:19][CH2:18]2)[CH:14]=[CH:15][CH:16]=1. Procedure details: Following the procedure of Example 35, the title compound was prepared from 5-chloromethyl-2-oxazolidinone and 1-(3-trifluoromethylphenyl)piperazine, mp 122°-124° C. Starting materials: C(C)C1=CC(=C(NC1=O)C)C1=NC(=CC=C1)C=O (5′-Ethyl-2′-methyl-6′-oxo-1′,6′-dihydro-[2,3′]bipyridinyl-6-carbaldehyde), C(C)(=O)N1CCNCC1 (4-acetylpiperazine). The product is C(C)(=O)N1CCN(CC1)CC1=CC=CC(=N1)C1=C(NC(C(=C1)CC)=O)C (6-(4-Acetyl-piperazin-1-ylmethyl)-5′-ethyl-2′-methyl-1′H-[2,3′]bipyridinyl-6′-one). RXN SMILES: [CH2:1]([C:3]1[C:8](=[O:9])[NH:7][C:6]([CH3:10])=[C:5]([C:11]2[CH:16]=[CH:15][CH:14]=[C:13]([CH:17]=O)[N:12]=2)[CH:4]=1)[CH3:2].[C:19]([N:22]1[CH2:27][CH2:26][NH:25][CH2:24][CH2:23]1)(=[O:21])[CH3:20]>>[C:19]([N:22]1[CH2:27][CH2:26][N:25]([CH2:17][C:13]2[N:12]=[C:11]([C:5]3[CH:4]=[C:3]([CH2:1][CH3:2])[C:8](=[O:9])[NH:7][C:6]=3[CH3:10])[CH:16]=[CH:15][CH:14]=2)[CH2:24][CH2:23]1)(=[O:21])[CH3:20]. Procedure details: 5′-Ethyl-2′-methyl-6′-oxo-1′,6′-dihydro-[2,3′]bipyridinyl-6-carbaldehyde prepared in accordance with PREPARATION 11 is reacted with 4-acetylpiperazine as described in Method A, Example 123 to give the title compound. MS: m/e=355 (M+H).